describe an organic reaction: reactants, conditions, products, and yield From a dataset of the Open Reaction Database (ORD), a public repository of structured organic reaction records. Starting materials: amine, glass, OO (hydrogen peroxide), C(CCCCCCCCCCCCC)N(C)C (tetradecyldimethylamine), C(CN(CC(=O)O)CC(=O)O)N(CCN(CC(=O)O)CC(=O)O)CC(=O)O (diethylenetriaminepentaacetic acid). Solvent: C(C)(=O)OCC (ethyl acetate), C(C)(=O)OCC (ethyl acetate). Run at temperature 65 celsius. The product is O.O.C(CCCCCCCCCCCCC)[N+](C)(C)[O-] (tetradecyldimethylamine oxide dihydrate). As a reaction SMILES: [CH2:1]([N:15]([CH3:17])[CH3:16])[CH2:2][CH2:3][CH2:4][CH2:5][CH2:6][CH2:7][CH2:8][CH2:9][CH2:10][CH2:11][CH2:12][CH2:13][CH3:14].C(N(CC(O)=O)CCN(CC(O)=O)CC(O)=O)CN(CC(O)=O)CC(O)=[O:23].[OH:45]O>C(OCC)(=O)C>[OH2:23].[OH2:45].[CH2:1]([N+:15]([O-:23])([CH3:17])[CH3:16])[CH2:2][CH2:3][CH2:4][CH2:5][CH2:6][CH2:7][CH2:8][CH2:9][CH2:10][CH2:11][CH2:12][CH2:13][CH3:14] |f:4.5.6|. Reported procedure: In a 250 milliliter glass reaction flask was placed 100 grams of tetradecyldimethylamine (0.41 mole; amine value 230.0 mg KOH/g amine) and 0.5 gram (1.27 mmol) of diethylenetriaminepentaacetic acid. This was heated with stirring to 65° C. and then 23 grams (0.47 mole) of 70 weight percent aqueous hydrogen peroxide was added dropwise over a 15-minute period. The mixture was then heated to 76° C. and stirred at that temperature for seven hours. As needed, ethyl acetate (34 mL) was added dropwise t... Reactants: ClC1=NC=CC=C1C1=NC(=NC=C1)N (4-(2-chloropyridin-3-yl)pyrimidin-2-amine), CN1CCN(CC1)C1=CC=C(C(=O)Cl)C=C1 (4-(4-methylpiperazin-1-yl)benzoyl chloride), C(C)(C)N(C(C)C)CC (N,N-diisopropylethylamine). Solvent: C(Cl)(Cl)Cl (chloroform). Conditions: temperature 50 celsius, time 17 hour. The product is ClC1=NC=CC=C1C1=NC(=NC=C1)NC(C1=CC=C(C=C1)N1CCN(CC1)C)=O (N-(4-(2-chloropyridin-3-yl)pyrimidin-2-yl)-4-(4-methylpiperazin-1-yl)benzamide). As a reaction SMILES: [Cl:1][C:2]1[C:7]([C:8]2[CH:13]=[CH:12][N:11]=[C:10]([NH2:14])[N:9]=2)=[CH:6][CH:5]=[CH:4][N:3]=1.[CH3:15][N:16]1[CH2:21][CH2:20][N:19]([C:22]2[CH:30]=[CH:29][C:25]([C:26](Cl)=[O:27])=[CH:24][CH:23]=2)[CH2:18][CH2:17]1.C(N(CC)C(C)C)(C)C>C(Cl)(Cl)Cl>[Cl:1][C:2]1[C:7]([C:8]2[CH:13]=[CH:12][N:11]=[C:10]([NH:14][C:26](=[O:27])[C:25]3[CH:24]=[CH:23][C:22]([N:19]4[CH2:18][CH2:17][N:16]([CH3:15])[CH2:21][CH2:20]4)=[CH:30][CH:29]=3)[N:9]=2)=[CH:6][CH:5]=[CH:4][N:3]=1. Procedure details: In a 48 mL sealed pressure vessel, added 4-(2-chloropyridin-3-yl)pyrimidin-2-amine (Step 1, 0.72 g, 3.5 mmol), 4-(4-methylpiperazin-1-yl)benzoyl chloride (1.0 g, 4.2 mmol), chloroform (5.0 mL), and N,N-diisopropylethylamine (0.73 mL, 4.2 mmol). The mixture was stirred at 50° C. for 17 hours, and concentrated to yield N-(4-(2-chloropyridin-3-yl)pyrimidin-2-yl)-4-(4-methylpiperazin-1-yl)benzamide as a light brown solid. MS (M+H)+=409; Calc'd 408.88 for C21H21ClN6O. Reactants: C[Mg]Br (Methyl magnesium bromide), BrC1=CC(=C(C(=O)N(C)OC)C=C1)Cl (4-Bromo-2-chloro-N-methoxy-N-methyl-benzamide), ice water, [Cl-].[NH4+] (ammonium chloride). Solvent: O1CCCC1 (tetrahydrofuran), O1CCCC1 (tetrahydrofuran). Conditions: temperature -78 celsius, time 45 minute. Yields the product BrC1=CC(=C(C=C1)C(C)=O)Cl (1-(4-bromo-2-chloro-phenyl)-ethanone). Yield: 37.1%. RXN SMILES: [CH3:1][Mg]Br.[Br:4][C:5]1[CH:16]=[CH:15][C:8]([C:9](N(OC)C)=[O:10])=[C:7]([Cl:17])[CH:6]=1.[Cl-].[NH4+]>O1CCCC1>[Br:4][C:5]1[CH:16]=[CH:15][C:8]([C:9](=[O:10])[CH3:1])=[C:7]([Cl:17])[CH:6]=1 |f:2.3|. Procedure details: Methyl magnesium bromide (44 mL, 61.6 mmol, 1.4 M in tetrahydrofuran) was added to tetrahydrofuran (50 mL) at −78° C. (4-Bromo-2-chloro-N-methoxy-N-methyl-benzamide (3.52 g, 12.7 mmol) (from step 6-I) in tetrahydrofuran (30 mL) was added. The mixture was stirred at −78° C. for 45 minutes and then at room temperature for 1.5 hours. The reaction mixture was poured into ice water and saturated aqueous ammonium chloride was added. The mixture was extracted with ethyl acetate (3 times) and the combin... The reactants are FC(C1=C(C=CC=C1)O)(F)F (2-(trifluoromethyl)phenol), C#CCBr (progargyl bromide), C(=O)([O-])[O-].[K+].[K+] (K2CO3). Reported procedure: To a stirred solution of 2-(trifluoromethyl)phenol (50.0 g, 0.31 mol) and progargyl bromide (44.0 g, 0.37 mol) in ACN (500 mL) was added K2CO3 (51.0 g, 0.37 mol) and the mixture was stirred overnight at rt, concentrated, diluted with water and extracted with Et2O. The combined organic layers were dried over Na2SO4, filtered, concentrated and purified by CC (PE/EA=40/1) to give compound P33a (59.7 g, 97%) as an oil. Conditions: time 8 hour. Solvent: C(C)#N (ACN). Yields the product C(C#C)OC1=C(C=CC=C1)C(F)(F)F (1-(Prop-2-yn-1-yloxy)-2-(trifluoromethyl)benzene). RXN SMILES: [F:1][C:2]([F:11])([F:10])[C:3]1[CH:8]=[CH:7][CH:6]=[CH:5][C:4]=1[OH:9].[CH:12]#[C:13][CH2:14]Br.C([O-])([O-])=O.[K+].[K+]>C(#N)C>[CH2:14]([O:9][C:4]1[CH:5]=[CH:6][CH:7]=[CH:8][C:3]=1[C:2]([F:10])([F:11])[F:1])[C:13]#[CH:12] |f:2.3.4|. Reactants: O=C([O-])[O-], ON=Cc1cn(Cc2ccccc2)c2ccccc12, COC(=O)c1ccc(CBr)cc1Br, CC(C)=O, [Cs+], [Cs+]. Yields the product COC(=O)c1ccc(CON=Cc2cn(Cc3ccccc3)c3ccccc23)cc1Br. Reaction SMILES: [C:33](=[O:34])([O-:35])[O-:36].[CH2:14]([c:15]1[cH:16][cH:17][cH:18][cH:19][cH:20]1)[n:21]1[cH:22][c:23]([CH:30]=[N:31][OH:32])[c:24]2[cH:25][cH:26][cH:27][cH:28][c:29]12.[CH3:1][O:2][C:3]([c:4]1[c:5]([Br:12])[cH:6][c:7]([CH2:10][Br:11])[cH:8][cH:9]1)=[O:13].[CH3:39][C:40](=[O:41])[CH3:42].[Cs+:37].[Cs+:38]>>[CH3:1][O:2][C:3]([c:4]1[c:5]([Br:12])[cH:6][c:7]([CH2:10][O:32][N:31]=[CH:30][c:23]2[cH:22][n:21]([CH2:14][c:15]3[cH:16][cH:17][cH:18][cH:19][cH:20]3)[c:29]3[c:24]2[cH:25][cH:26][cH:27][cH:28]3)[cH:8][cH:9]1)=[O:13]. Reactants: O.O.O.C(C)(=O)[O-].[Na+] (sodium acetate trihydrate), C(CCC)[Li] (n-Butyllithium), solution, NOS(=O)(=O)O (hydroxylamine-O-sulfonic acid), S(=O)=O (sulfur dioxide), 1h, S1(NN=CC2=C1SC=C2)(=O)=O (2H-Thieno[3,2-e]-1,2,3-thiadiazine-1,1-dioxide). Solvent: hexanes, O (water), C1CCOC1 (THF). Reaction conditions: temperature -78 celsius, time 18 hour. The product is S1(NN=CC2=C1SC(=C2)S(=O)(=O)N)(=O)=O (2H-Thieno[3,2-e]-1,2,3-thiadiazine-6-sulfonamide 1,1-dioxide). RXN SMILES: [S:1]1(=[O:11])(=[O:10])[C:6]2[S:7][CH:8]=[CH:9][C:5]=2[CH:4]=[N:3][NH:2]1.C([Li])CCC.[S:17](=[O:19])=[O:18].O.O.O.C([O-])(=O)C.[Na+].[NH2:28]OS(O)(=O)=O>C1COCC1.O>[S:1]1(=[O:11])(=[O:10])[C:6]2[S:7][C:8]([S:17]([NH2:28])(=[O:19])=[O:18])=[CH:9][C:5]=2[CH:4]=[N:3][NH:2]1 |f:3.4.5.6.7|. Procedure: The product from step B (0.1 g, 5.3 mmol) was dissolved in dry THF (4 mL) and cooled to -78° C. under nitrogen. n-Butyllithium (0.7 mL of a 2.5 M solution in hexanes, 1.75 mmol) was added dropwise, the mixture stirred for 1h at -78° C. A stream of sulfur dioxide gas was passed through the surface of the mixture for 15 min. and then the mixture was allowed to warm to room temperature. Evaporation of the reaction mixture provided a residue which was dissolved in water (5 mL) to which was added sod...